From a dataset of the Open Reaction Database (ORD), a public repository of structured organic reaction records. describe an organic reaction: reactants, conditions, products, and yield The reactants are CCOC(=O)CCC(C)=O, C1CCNCC1, CC(=O)O, O=Cc1ccccc1, c1ccccc1. Product: CCOC(=O)CCC(=O)C=Cc1ccccc1. As a reaction SMILES: [C:9]([CH2:10][CH2:11][C:12](=[O:13])[CH3:14])(=[O:15])[O:16][CH2:17][CH3:18].[CH2:23]1[CH2:24][CH2:25][NH:26][CH2:27][CH2:28]1.[CH3:19][C:20](=[O:21])[OH:22].[CH:1](=[O:2])[c:3]1[cH:4][cH:5][cH:6][cH:7][cH:8]1.[cH:29]1[cH:30][cH:31][cH:32][cH:33][cH:34]1>>[CH:1]([c:3]1[cH:4][cH:5][cH:6][cH:7][cH:8]1)=[CH:14][C:12]([CH2:11][CH2:10][C:9](=[O:15])[O:16][CH2:17][CH3:18])=[O:13].